This data is from the Open Reaction Database (ORD), a public repository of structured organic reaction records. The task is: describe an organic reaction: reactants, conditions, products, and yield The reactants are Cc1ccccc1, CN(CCc1ccc(C(=O)Cl)cc1)C(=O)OCc1ccccc1, COC(=O)c1cccc(N)c1O, c1ccncc1. The product is COC(=O)c1cccc(NC(=O)c2ccc(CCN(C)C(=O)OCc3ccccc3)cc2)c1O. RXN SMILES: [CH3:42][c:43]1[cH:44][cH:45][cH:46][cH:47][cH:48]1.[Cl:19][C:20](=[O:21])[c:22]1[cH:23][cH:24][c:25]([CH2:26][CH2:27][N:28]([C:29]([O:30][CH2:31][c:32]2[cH:33][cH:34][cH:35][cH:36][cH:37]2)=[O:38])[CH3:39])[cH:40][cH:41]1.[NH2:1][c:2]1[c:3]([OH:12])[c:4]([C:5](=[O:6])[O:7][CH3:8])[cH:9][cH:10][cH:11]1.[cH:13]1[cH:14][cH:15][n:16][cH:17][cH:18]1>>[NH:1]([c:2]1[c:3]([OH:12])[c:4]([C:5](=[O:6])[O:7][CH3:8])[cH:9][cH:10][cH:11]1)[C:20](=[O:21])[c:22]1[cH:23][cH:24][c:25]([CH2:26][CH2:27][N:28]([C:29]([O:30][CH2:31][c:32]2[cH:33][cH:34][cH:35][cH:36][cH:37]2)=[O:38])[CH3:39])[cH:40][cH:41]1.